This data is from the Open Reaction Database (ORD), a public repository of structured organic reaction records. The task is: describe an organic reaction: reactants, conditions, products, and yield Reactants: C(CCC)C1C=2CN(C(CCCCCC1)C2)S(=O)(=O)C=2C(=CC=CC2)C (2-butyl-10-(toluenesulfonyl)-10-azabicyclo[7.2.1]dodec-1(12)-ene), above-titled compound, [H-].[K+] (potassium hydride), O (water). Solvent: NCCCN (1,3-diaminopropane), NCCCN (1,3-Diaminopropane). Run at time 3 hour. Product: C(CCC)C1C2=CNC(CCCCCC1)=C2 (2-butyl-10-azabicyclo[7.2.1]dodeca-1 (11),9(12)-diene). RXN SMILES: [H-].[K+].[CH2:3]([CH:7]1[CH2:17][CH2:16][CH2:15][CH2:14][CH2:13][CH2:12][CH:11]2[CH:18]=[C:8]1[CH2:9][N:10]2S(C1C(C)=CC=CC=1)(=O)=O)[CH2:4][CH2:5][CH3:6].O>NCCCN>[CH2:3]([CH:7]1[CH2:17][CH2:16][CH2:15][CH2:14][CH2:13][CH2:12][C:11]2=[CH:18][C:8]1=[CH:9][NH:10]2)[CH2:4][CH2:5][CH3:6] |f:0.1|. Reported procedure: 1,3-Diaminopropane (30 mL) is added to potassium hydride (10 mmol) under argon at room temperature. The mixture is stirred 3 hours. The resulting mixture is added dropwise at −15° C. over a period of an hour to a solution of the product of Example 8 (1 mmol) in 1,3-diaminopropane (15 mL). The resulting mixture is stirred at −15° C. for three hours and then is poured carefully into cold water. The aqueous phase is extracted with EtOAc, and the organic extracts are dried (Na2SO4), filtered and con... Yields the product C(C(=O)O)(=O)O.CC(CC1=CC=C(C=C1)OC)NCC(C1=C(C=CC=C1)OCC1=CC=CC=C1)O (α-[(α-methyl-4-methoxyphenethylamino)methyl]-2-benzyloxybenzylalcohol oxalate). Reaction conditions: time 2 hour. The reactants are [BH4-].[Na+] (sodium borohydride), C(C(=O)O)(=O)O (oxalic acid), C(C(=O)[O-])(=O)[O-] (oxalate), CC(CC1=CC=C(C=C1)OC)NCC(C1=C(C=CC=C1)OCC1=CC=CC=C1)O (α-[(α-methyl-4-methoxyphenethylamino)methyl]-2-benzyloxybenzylalcohol), C(C1=CC=CC=C1)O (benzylalcohol). Procedure: 20 ml of ethanol are added to the α-(α-methyl-4-methoxyphenethylimino)-2-benzyloxyacetophenone solution obtained in paragraph (2). After ice-cooling, 0.63 g of sodium borohydride is added gradually to the solution, and the mixture is stirred at room temperature for 2 hours. The reaction mixture is treated in the same manner as described in Example 1-(3), whereby α-[(α-methyl-4-methoxyphenethylamino)methyl]-2-benzyloxybenzylalcohol [the mixture of two diastereoisomers] is obtained as a crude oil.... As a reaction SMILES: [BH4-].[Na+].[CH3:3][CH:4]([NH:14][CH2:15][CH:16]([OH:31])[C:17]1[CH:22]=[CH:21][CH:20]=[CH:19][C:18]=1[O:23][CH2:24][C:25]1[CH:30]=[CH:29][CH:28]=[CH:27][CH:26]=1)[CH2:5][C:6]1[CH:11]=[CH:10][C:9]([O:12][CH3:13])=[CH:8][CH:7]=1.C(O)C1C=CC=CC=1.[C:40]([OH:45])(=[O:44])[C:41]([OH:43])=[O:42].C([O-])(=O)C([O-])=O>>[C:40]([OH:45])(=[O:44])[C:41]([OH:43])=[O:42].[CH3:3][CH:4]([NH:14][CH2:15][CH:16]([OH:31])[C:17]1[CH:22]=[CH:21][CH:20]=[CH:19][C:18]=1[O:23][CH2:24][C:25]1[CH:26]=[CH:27][CH:28]=[CH:29][CH:30]=1)[CH2:5][C:6]1[CH:7]=[CH:8][C:9]([O:12][CH3:13])=[CH:10][CH:11]=1 |f:0.1,6.7|.